From a dataset of the Open Reaction Database (ORD), a public repository of structured organic reaction records. describe an organic reaction: reactants, conditions, products, and yield Starting materials: NC1=C(C#N)C=C(C=C1)C(C)C (2-amino-5-isopropyl-benzonitrile), FC1=C(C=CC=C1)[N+](=O)[O-] (1-fluoro-2-nitro benzene), [OH-].[Li+] (lithium hydroxide). Solvent: CS(=O)C (DMSO), O (water). The product is C(C)(C)C=1C=CC(=C(C#N)C1)NC1=C(C=CC=C1)[N+](=O)[O-] (5-Isopropyl-2-(2-nitro-phenylamino)-benzonitrile). Reaction SMILES: [NH2:1][C:2]1[CH:9]=[CH:8][C:7]([CH:10]([CH3:12])[CH3:11])=[CH:6][C:3]=1[C:4]#[N:5].F[C:14]1[CH:19]=[CH:18][CH:17]=[CH:16][C:15]=1[N+:20]([O-:22])=[O:21].[OH-].[Li+]>CS(C)=O.O>[CH:10]([C:7]1[CH:8]=[CH:9][C:2]([NH:1][C:14]2[CH:19]=[CH:18][CH:17]=[CH:16][C:15]=2[N+:20]([O-:22])=[O:21])=[C:3]([CH:6]=1)[C:4]#[N:5])([CH3:12])[CH3:11] |f:2.3|. Procedure: Combine 2-amino-5-isopropyl-benzonitrile (3.19 g, 20 mmol), 1-fluoro-2-nitro benzene (2.1 mL, 20 mmol) and lithium hydroxide (1.68 g, 40 mmol) in DMSO (40.0 mL) and heat at 55° C. for 19 hours. Cool to ambient temperature and dilute with water (200 mL). The title compound precipitates as 4.56 g of an orange solid: mp 91-96° C.; mass spectrum (ion spray): m/z=280 (M+1). Reactants: COC(C1=CN=CC(=C1)C1=NC=2CCC(NC2C=C1)=O)=O (5-(6-oxo-5,6,7,8-tetrahydro-[1,5]naphthyridin-2-yl)-nicotinic acid methyl ester), [H-].[Na+] (NaH), O (water), CI (CH3I). Solvent: C1CCOC1 (THF). Run at time 8 hour. Yields the product COC(C1=CN=CC(=C1)C1=NC=2CCC(N(C2C=C1)C)=O)=O (5-(5-methyl-6-oxo-5,6,7,8-tetrahydro-[1,5]naphthyridin-2-yl)-nicotinic acid methyl ester). Isolated yield 84.9%. Reaction SMILES: [CH3:1][O:2][C:3](=[O:21])[C:4]1[CH:9]=[C:8]([C:10]2[CH:19]=[CH:18][C:17]3[NH:16][C:15](=[O:20])[CH2:14][CH2:13][C:12]=3[N:11]=2)[CH:7]=[N:6][CH:5]=1.[H-].[Na+].[CH3:24]I.O>C1COCC1>[CH3:1][O:2][C:3](=[O:21])[C:4]1[CH:9]=[C:8]([C:10]2[CH:19]=[CH:18][C:17]3[N:16]([CH3:24])[C:15](=[O:20])[CH2:14][CH2:13][C:12]=3[N:11]=2)[CH:7]=[N:6][CH:5]=1 |f:1.2|. Procedure details: To a stirred solution of 5-(6-oxo-5,6,7,8-tetrahydro-[1,5]naphthyridin-2-yl)-nicotinic acid methyl ester (430 mg, 1.52 mmol) in THF (15.0 mL) was added 60% NaH (91 mg, 2.28 mmol) at 0° C. and the reaction mixture was stirred at 2-5° C. for 0.5 h before CH3I (0.3 mL, 4.56 mmol) was added. After stirring overnight at RT, it was poured into water (5.0 mL). After extraction with EtOAc, the organic layer was washed with brine, dried over anhy. Na2SO4, filtered and concentrated in vacuo to give 5-(5-m... The reactants are Cn1ccc2ccc(Br)cc21, O=C([O-])[O-], CC(=O)C1CCCCC1=O, [Cs+], [Cs+], NCCc1ccc(C(F)(F)F)cn1, [I-], CN(C)C=O. Yields the product Cn1ccc2ccc(NCCc3ccc(C(F)(F)F)cn3)cc21. As a reaction SMILES: [Br:14][c:15]1[cH:16][cH:17][c:18]2[cH:19][cH:20][n:21]([CH3:24])[c:22]2[cH:23]1.[C:26](=[O:27])([O-:28])[O-:29].[C:32]([CH:33]1[CH2:34][CH2:35][CH2:36][CH2:37][C:38]1=[O:39])(=[O:40])[CH3:41].[Cs+:30].[Cs+:31].[F:1][C:2]([c:3]1[cH:4][cH:5][c:6]([CH2:9][CH2:10][NH2:11])[n:7][cH:8]1)([F:12])[F:13].[I-:25].[O:42]=[CH:43][N:44]([CH3:45])[CH3:46]>>[F:1][C:2]([c:3]1[cH:4][cH:5][c:6]([CH2:9][CH2:10][NH:11][c:15]2[cH:16][cH:17][c:18]3[cH:19][cH:20][n:21]([CH3:24])[c:22]3[cH:23]2)[n:7][cH:8]1)([F:12])[F:13]. The reactants are CC(C)C[AlH]CC(C)C.C1(=CC=CC=C1)C (DIBAL toluene), COC=1C=C(C=CC1C(=O)OC)NC(=O)C1CC(C(C(C1)OCCCCCCCCCCCCCCCCCC)OCCCCCCCCCCCCCCCCCC)OCCCCCCCCCCCCCCCCCC (N-(3-Methoxy-4-methoxycarbonylphenyl) 3,4,5-tris(octadecyloxy)cyclohexylcarboxamide), Cl (hydrochloric acid). The solvent is C1CCOC1 (THF). Reaction conditions: time 5 hour. The product is OCC1=C(C=C(C=C1)NC(=O)C1CC(C(C(C1)OCCCCCCCCCCCCCCCCCC)OCCCCCCCCCCCCCCCCCC)OCCCCCCCCCCCCCCCCCC)OC (N-(4-hydroxymethyl-3-methoxyphenyl) 3,4,5-tris(octadecyloxy)cyclohexylcarboxamide). Yield: 100.0%. As a reaction SMILES: [CH3:1][O:2][C:3]1[CH:4]=[C:5]([NH:13][C:14]([CH:16]2[CH2:21][CH:20]([O:22][CH2:23][CH2:24][CH2:25][CH2:26][CH2:27][CH2:28][CH2:29][CH2:30][CH2:31][CH2:32][CH2:33][CH2:34][CH2:35][CH2:36][CH2:37][CH2:38][CH2:39][CH3:40])[CH:19]([O:41][CH2:42][CH2:43][CH2:44][CH2:45][CH2:46][CH2:47][CH2:48][CH2:49][CH2:50][CH2:51][CH2:52][CH2:53][CH2:54][CH2:55][CH2:56][CH2:57][CH2:58][CH3:59])[CH:18]([O:60][CH2:61][CH2:62][CH2:63][CH2:64][CH2:65][CH2:66][CH2:67][CH2:68][CH2:69][CH2:70][CH2:71][CH2:72][CH2:73][CH2:74][CH2:75][CH2:76][CH2:77][CH3:78])[CH2:17]2)=[O:15])[CH:6]=[CH:7][C:8]=1[C:9](OC)=[O:10].CC(C[AlH]CC(C)C)C.C1(C)C=CC=CC=1.Cl>C1COCC1>[OH:10][CH2:9][C:8]1[CH:7]=[CH:6][C:5]([NH:13][C:14]([CH:16]2[CH2:21][CH:20]([O:22][CH2:23][CH2:24][CH2:25][CH2:26][CH2:27][CH2:28][CH2:29][CH2:30][CH2:31][CH2:32][CH2:33][CH2:34][CH2:35][CH2:36][CH2:37][CH2:38][CH2:39][CH3:40])[CH:19]([O:41][CH2:42][CH2:43][CH2:44][CH2:45][CH2:46][CH2:47][CH2:48][CH2:49][CH2:50][CH2:51][CH2:52][CH2:53][CH2:54][CH2:55][CH2:56][CH2:57][CH2:58][CH3:59])[CH:18]([O:60][CH2:61][CH2:62][CH2:63][CH2:64][CH2:65][CH2:66][CH2:67][CH2:68][CH2:69][CH2:70][CH2:71][CH2:72][CH2:73][CH2:74][CH2:75][CH2:76][CH2:77][CH3:78])[CH2:17]2)=[O:15])=[CH:4][C:3]=1[O:2][CH3:1] |f:1.2|. Procedure: N-(3-Methoxy-4-methoxycarbonylphenyl) 3,4,5-tris(octadecyloxy)cyclohexylcarboxamide (70 mg, 0.06 mmol) was dissolved in dehydrated THF (1 ml), 1M DIBAL/toluene (0.2 ml, 0.012 mmol) was added dropwise, and the mixture was stirred for 5 hr. After completion of the reaction, 1N hydrochloric acid was added to quench the reaction, and the mixture was extracted with chloroform (5 ml) and washed with 1N hydrochloric acid (3 ml). The solvent was evaporated and the residue was precipitated with methanol ... Starting materials: FC1=C(C=C2C(NC(S2)=S)=O)C(=C(C(=C1F)F)F)F (2,3,4,5,6-pentafluorobenzylidene rhodanine), [OH-].[Na+] (NaOH), Cl (HCl). Run in O (water). Conditions: temperature 90 celsius. The product is FC1=C(C(=C(C2=C1C=C(S2)C(=O)O)F)F)F (4,5,6,7-tetrafluorobenzothiophen-2-carboxylic acid). Reaction SMILES: F[C:2]1[C:15]([F:16])=[C:14]([F:17])[C:13]([F:18])=[C:12]([F:19])[C:3]=1[CH:4]=[C:5]1[S:9]C(=S)N[C:6]1=[O:11].[OH-:20].[Na+].Cl>O>[F:19][C:12]1[C:3]2[CH:4]=[C:5]([C:6]([OH:20])=[O:11])[S:9][C:2]=2[C:15]([F:16])=[C:14]([F:17])[C:13]=1[F:18] |f:1.2|. Procedure details: 78 g of 2,3,4,5,6-pentafluorobenzylidene rhodanine were added in small portions to a stirred solution of 68 g of NaOH in 300 ml of water. The resultant clear red solution was heated to 90° C. for one hour, cooled in ice, acidified with concentrated HCl, and the cream coloured solid which was produced was filtered and washed. The crude product (59 g) was purified by sublimation to give 4,5,6,7-tetrafluorobenzothiophen-2-carboxylic acid having a melting point of 200° C. Reactants: alcohol, C1(CCCO1)=O (butyrolactone), O (water), C(CCCCCCC)S (1-octanethiol). Run in C(C)O (ethanol), C(C)O (ethanol). Conditions: time 8 hour. The product is C(CCCCCCC)SCCCC(=O)O (4-(n-octylthio)butyric acid). Reaction SMILES: O.[CH2:2]([SH:10])[CH2:3][CH2:4][CH2:5][CH2:6][CH2:7][CH2:8][CH3:9].[C:11]1(=[O:16])[O:15][CH2:14][CH2:13][CH2:12]1>C(O)C>[CH2:2]([S:10][CH2:14][CH2:13][CH2:12][C:11]([OH:16])=[O:15])[CH2:3][CH2:4][CH2:5][CH2:6][CH2:7][CH2:8][CH3:9]. Procedure: An apparatus was provided including a two liter, 4-neck, round bottom flask equipped with an alcohol thermometer, an overhead mechanical stirrer, a water-cooled condenser and a nitrogen purge. Into this reactor gradually were added 23 g of sodium into 1,200 ml of absolute ethanol previously added. After all of the sodium had reacted the solution was stirred overnight under a slow nitrogen flow. 1-octanethiol, 146.28 g, was added to the mixture and an addition funnel and heating mantel were added... Solvent: C(Cl)Cl (DCM). Run at time 30 minute. Reported procedure: [1,4]Dioxan-2-yl-methanol (42 mg, 0.36 mmol, 2 eq.) was dissolved in DCM (3 mL) with NaH (14 mg, 0.36 mmol, 2 eq., 60% in mineral oil). After 30 min, intermediate 38 (50 mg, 0.18 mmol, 1 eq.) was added to the mixture and the reaction was stirred at RT for 16 h. The reaction mixture was evaporated to dryness and the crude product was purified by preparative HPLC-MS to provide compound 162. The reactants are O1C(COCC1)CO ([1,4]Dioxan-2-yl-methanol), [H-].[Na+] (NaH), ClC1=NC(N2C(C3=CC=C(C=C3CC2)OC)=C1)=O (2-chloro-9-methoxy-6,7-dihydro-pyrimido[6,1-a]isoquinolin-4-one). Reaction SMILES: [O:1]1[CH2:6][CH2:5][O:4][CH2:3][CH:2]1[CH2:7][OH:8].[H-].[Na+].Cl[C:12]1[CH:27]=[C:16]2[C:17]3[C:22]([CH2:23][CH2:24][N:15]2[C:14](=[O:28])[N:13]=1)=[CH:21][C:20]([O:25][CH3:26])=[CH:19][CH:18]=3>C(Cl)Cl>[O:1]1[CH2:6][CH2:5][O:4][CH2:3][CH:2]1[CH2:7][O:8][C:12]1[CH:27]=[C:16]2[C:17]3[C:22]([CH2:23][CH2:24][N:15]2[C:14](=[O:28])[N:13]=1)=[CH:21][C:20]([O:25][CH3:26])=[CH:19][CH:18]=3 |f:1.2|. Product: O1C(COCC1)COC1=NC(N2C(C3=CC=C(C=C3CC2)OC)=C1)=O (2-([1,4]dioxan-2-ylmethoxy)-9-methoxy-6,7-dihydro-pyrimido[6,1-a]isoquinolin-4-one). Starting materials: NC=1C=NN(C1)CCO (2-(4-amino-1H-pyrazol-1-yl)ethanol), ClC1=NC=C2C(=N1)NN=C2 (6-chloro-1H-pyrazolo[3,4-d]pyrimidine). The product is N1N=CC=2C1=NC(=NC2)NC=2C=NN(C2)CCO (2-(4-((1H-pyrazolo[3,4-d]pyrimidin-6-yl)amino)-1H-pyrazol-1-yl)ethanol). RXN SMILES: [NH2:1][C:2]1[CH:3]=[N:4][N:5]([CH2:7][CH2:8][OH:9])[CH:6]=1.Cl[C:11]1[N:16]=[C:15]2[NH:17][N:18]=[CH:19][C:14]2=[CH:13][N:12]=1>>[NH:17]1[C:15]2=[N:16][C:11]([NH:1][C:2]3[CH:3]=[N:4][N:5]([CH2:7][CH2:8][OH:9])[CH:6]=3)=[N:12][CH:13]=[C:14]2[CH:19]=[N:18]1. Procedure: The title compound was made following Procedure D (Step i) using 2-(4-amino-1H-pyrazol-1-yl)ethanol and 6-chloro-1H-pyrazolo[3,4-d]pyrimidine to form 2-(4-((1H-pyrazolo[3,4-d]pyrimidin-6-yl)amino)-1H-pyrazol-1-yl)ethanol. This was followed by Procedure D (Step ii) using 4-(3-(bromomethyl)-2,4-difluorophenyl)morpholine. 1H NMR (d6-DMSO) δ 9.86 (s, 1H), 8.88 (s, 1H), 8.17 (br s, 1H), 7.98 (s, 1H), 7.65 (s, 1H), 7.14-6.97 (m, 2H), 5.56 (s, 2H), 4.88 (t, 1H), 4.18-4.09 (m, 2H), 3.77-3.73 (m, 2H), 3....